Dataset: the Open Reaction Database (ORD), a public repository of structured organic reaction records. Task: describe an organic reaction: reactants, conditions, products, and yield Reactants: COC1=CC=C(C=C1)CSC=1NC(=C(C(N1)C1=CC(=CC=C1)[N+](=O)[O-])C(=O)OCC)C (1,4-dihydro-2-[[(4-methoxyphenyl)methyl]thio]-6-methyl-4-(3-nitrophenyl)-5-pyrimidinecarboxylic acid, ethyl ester), N1=CC=CC=C1 (pyridine), C(C1=CC=CC=C1)(=O)Cl (benzoyl chloride). The solvent is ClCCl (dichloromethane), ClCCl (dichloromethane), ClCCl (dichloromethane). Run at time 16 hour. Product: C(C1=CC=CC=C1)(=O)N1C(=NC(=C(C1C1=CC(=CC=C1)[N+](=O)[O-])C(=O)OCC)C)SCC1=CC=C(C=C1)OC (1-Benzoyl-1,6-dihydro-2-[[(4-methoxyphenyl) methyl]thio]-4-methyl-6-(3-nitrophenyl)-5-pyrimidinecarboxylic acid, ethyl ester). RXN SMILES: [CH3:1][O:2][C:3]1[CH:8]=[CH:7][C:6]([CH2:9][S:10][C:11]2[NH:12][C:13]([CH3:31])=[C:14]([C:26]([O:28][CH2:29][CH3:30])=[O:27])[CH:15]([C:17]3[CH:22]=[CH:21][CH:20]=[C:19]([N+:23]([O-:25])=[O:24])[CH:18]=3)[N:16]=2)=[CH:5][CH:4]=1.N1C=CC=CC=1.[C:38](Cl)(=[O:45])[C:39]1[CH:44]=[CH:43][CH:42]=[CH:41][CH:40]=1>ClCCl>[C:38]([N:16]1[CH:15]([C:17]2[CH:22]=[CH:21][CH:20]=[C:19]([N+:23]([O-:25])=[O:24])[CH:18]=2)[C:14]([C:26]([O:28][CH2:29][CH3:30])=[O:27])=[C:13]([CH3:31])[N:12]=[C:11]1[S:10][CH2:9][C:6]1[CH:7]=[CH:8][C:3]([O:2][CH3:1])=[CH:4][CH:5]=1)(=[O:45])[C:39]1[CH:44]=[CH:43][CH:42]=[CH:41][CH:40]=1. Procedure: A cold solution (5°) of 2.0 g. (0.0045 mole) of 1,4-dihydro-2-[[(4-methoxyphenyl)methyl]thio]-6-methyl-4-(3-nitrophenyl)-5-pyrimidinecarboxylic acid, ethyl ester in 25 ml. of dichloromethane containing 0.72 g. (0.0091 mole) of pyridine is treated slowly with a solution of 0.76 g. (0.0054 mole) of benzoyl chloride in 3 ml. of dichloromethane. After stirring at room temperature for 16 hours, the solution is diluted with dichloromethane and washed with water, 1N hydrochloric acid, sodium bicarbonat... Reactants: CO (MeOH), C(C)(C)(C)OC([C@H](CC(C(NCC1=C(C=C(C=C1OC)OC)OC)=O)OS(=O)(=O)C1=CC=C(C)C=C1)NC(=O)OC(C)(C)C)=O ((2S)-tert-butyl-2-(tert-butoxycarbonylamino)-5-oxo-4-(tosyloxy)-5-(2,4,6-trimethoxybenzyl amino)pentanoate). Solvent: hexanes, CC(C)O (2-propanol). Product: C(C)(C)(C)OC([C@H](C[C@H](C(NCC1=C(C=C(C=C1OC)OC)OC)=O)OS(=O)(=O)C1=CC=C(C)C=C1)NC(=O)OC(C)(C)C)=O ((2S,4R)-tert-butyl-2-(tert-butoxycarbonylamino)-5-oxo-4-(tosyloxy)-5-(2,4,6-tri methoxybenzylamino)pentanoate). RXN SMILES: CO.[C:3]([O:7][C:8](=[O:47])[C@@H:9]([NH:39][C:40]([O:42][C:43]([CH3:46])([CH3:45])[CH3:44])=[O:41])[CH2:10][CH:11]([O:28][S:29]([C:32]1[CH:38]=[CH:37][C:35]([CH3:36])=[CH:34][CH:33]=1)(=[O:31])=[O:30])[C:12](=[O:27])[NH:13][CH2:14][C:15]1[C:20]([O:21][CH3:22])=[CH:19][C:18]([O:23][CH3:24])=[CH:17][C:16]=1[O:25][CH3:26])([CH3:6])([CH3:5])[CH3:4]>CC(O)C>[C:3]([O:7][C:8](=[O:47])[C@@H:9]([NH:39][C:40]([O:42][C:43]([CH3:46])([CH3:45])[CH3:44])=[O:41])[CH2:10][C@@H:11]([O:28][S:29]([C:32]1[CH:38]=[CH:37][C:35]([CH3:36])=[CH:34][CH:33]=1)(=[O:31])=[O:30])[C:12](=[O:27])[NH:13][CH2:14][C:15]1[C:16]([O:25][CH3:26])=[CH:17][C:18]([O:23][CH3:24])=[CH:19][C:20]=1[O:21][CH3:22])([CH3:6])([CH3:5])[CH3:4]. Procedure: Following the procedure in the preparation of 11, compound 11′ was prepared from alcohol 10′ (2.010 g, 4.04 mmol) as a pale white foamy solid (2.599 g, 99% yield): [α]26D=−30.5 (c=1.04, MeOH); HPLC of 11′ for purity: 98.0%, [major peak: Rt=15.9 min; minor peaks: 19.0 min and 24.6 min; column: Chiralcel ODH (250×4.6 mm), UV detector, 210 nm, 5% 2-propanol in hexanes; flow rate: 1.0 mL/min]. 1HNMR (200 MHz, CD2Cl2) δ 7.72 (d, 2H, J=8.4 Hz), 7.28 (d, 2H, J=8.2 Hz), 6.73 (br s, 1H), 6.15 (s, 2H), 5.... Reactants: FC(F)(F)CCBr, O=C([O-])[O-], [K+], [K+], NCCO, C1COCCO1. The product is OCCNCCC(F)(F)F. As a reaction SMILES: [Br:1][CH2:2][CH2:3][C:4]([F:5])([F:6])[F:7].[C:8](=[O:9])([O-:10])[O-:11].[K+:12].[K+:13].[NH2:14][CH2:15][CH2:16][OH:17].[O:18]1[CH2:19][CH2:20][O:21][CH2:22][CH2:23]1>>[CH2:2]([CH2:3][C:4]([F:5])([F:6])[F:7])[NH:14][CH2:15][CH2:16][OH:17]. RXN SMILES: [Cl:9][c:10]1[cH:11][c:12]2[c:13]([N:31]3[CH2:32][CH2:33][NH:34][CH2:35][CH2:36]3)[c:14]([C:29]#[N:30])[c:15](=[O:28])[n:16]([CH2:20][c:21]3[cH:22][cH:23][c:24]([F:27])[cH:25][cH:26]3)[c:17]2[cH:18][cH:19]1.[OH2:37].[cH:38]1[cH:39][cH:40][n:41][cH:42][cH:43]1.[o:1]1[c:2]([C:6](=[O:7])[Cl:8])[cH:3][cH:4][cH:5]1>>[o:1]1[c:2]([C:6](=[O:7])[N:34]2[CH2:33][CH2:32][N:31]([c:13]3[c:12]4[cH:11][c:10]([Cl:9])[cH:19][cH:18][c:17]4[n:16]([CH2:20][c:21]4[cH:22][cH:23][c:24]([F:27])[cH:25][cH:26]4)[c:15](=[O:28])[c:14]3[C:29]#[N:30])[CH2:36][CH2:35]2)[cH:3][cH:4][cH:5]1. Yields the product N#Cc1c(N2CCN(C(=O)c3ccco3)CC2)c2cc(Cl)ccc2n(Cc2ccc(F)cc2)c1=O. Starting materials: N#Cc1c(N2CCNCC2)c2cc(Cl)ccc2n(Cc2ccc(F)cc2)c1=O, O, c1ccncc1, O=C(Cl)c1ccco1.